From a dataset of the Open Reaction Database (ORD), a public repository of structured organic reaction records. describe an organic reaction: reactants, conditions, products, and yield The reactants are Cc1ccc(CBr)c(C)c1, Cc1cc([N+](=O)[O-])c[nH]c1=O, CN(C)C=O, [H-], [Na+]. Product: Cc1ccc(Cn2cc([N+](=O)[O-])cc(C)c2=O)c(C)c1. As a reaction SMILES: [Br:14][CH2:15][c:16]1[c:17]([CH3:23])[cH:18][c:19]([CH3:22])[cH:20][cH:21]1.[CH3:1][c:2]1[c:3](=[O:11])[nH:4][cH:5][c:6]([N+:8](=[O:9])[O-:10])[cH:7]1.[CH3:24][N:25]([CH3:26])[CH:27]=[O:28].[H-:12].[Na+:13]>>[CH3:1][c:2]1[c:3](=[O:11])[n:4]([CH2:15][c:16]2[c:17]([CH3:23])[cH:18][c:19]([CH3:22])[cH:20][cH:21]2)[cH:5][c:6]([N+:8](=[O:9])[O-:10])[cH:7]1. The reactants are CCOC(=O)N=C=S (Ethyl isothiocyanatidocarbonate), COC1=NC=C(C(=N1)N)OC (2,5-Dimethoxypyrimidin-4-amine), CCOC(=O)N=C=S (ethyl isothiocyanatidocarbonate). Solvent: C(C)(=O)OCC (ethyl acetate). Run at temperature 78 celsius, time 11 hour. The product is COC1=NC=C(C(=N1)NC(=S)NC(OCC)=O)OC (Ethyl [(2,5-dimethoxypyrimidin-4-yl)amino]carbono-thioylcarbamate). Yield: 87.0%. Reaction SMILES: [CH3:1][O:2][C:3]1[N:8]=[C:7]([NH2:9])[C:6]([O:10][CH3:11])=[CH:5][N:4]=1.[CH3:12][CH2:13][O:14][C:15]([N:17]=[C:18]=[S:19])=[O:16]>C(OCC)(=O)C>[CH3:1][O:2][C:3]1[N:8]=[C:7]([NH:9][C:18]([NH:17][C:15](=[O:16])[O:14][CH2:13][CH3:12])=[S:19])[C:6]([O:10][CH3:11])=[CH:5][N:4]=1. Procedure details: 2,5-Dimethoxypyrimidin-4-amine (6) (3 g, 0.0193 moles) was dissolved in 18 g of ethyl acetate. Ethyl isothiocyanatidocarbonate (2.77 g, 0.0208 moles) was added in one portion. The solution was heated to 78° C. and held at that temperature for 11 h. An additional 1.4 g of the ethyl isothiocyanatidocarbonate was added and the mixture heated for 2.5 h. The mixture was allowed to cool to 22° C. and filtered. The resulting solid was washed with ethyl acetate (20 mL) and dried to a constant weight in ... Reactants: C[N+]1([O-])CCOCC1, CC#N, CCC[N+](CCC)(CCC)CCC, O=[Ru](=O)(=O)[O-], OCc1ccc(-c2noc(-c3cc(-c4ccccc4)c(C(F)(F)F)s3)n2)cc1. Yields the product O=Cc1ccc(-c2noc(-c3cc(-c4ccccc4)c(C(F)(F)F)s3)n2)cc1. RXN SMILES: [CH3:29][N+:30]1([O-:31])[CH2:32][CH2:33][O:34][CH2:35][CH2:36]1.[CH3:37][C:38]#[N:39].[CH3:45][CH2:46][CH2:47][N+:48]([CH2:49][CH2:50][CH3:51])([CH2:52][CH2:53][CH3:54])[CH2:55][CH2:56][CH3:57].[O-:40][Ru:41](=[O:42])(=[O:43])=[O:44].[OH:1][CH2:2][c:3]1[cH:4][cH:5][c:6](-[c:9]2[n:10][o:11][c:12](-[c:14]3[s:15][c:16]([C:25]([F:26])([F:27])[F:28])[c:17](-[c:19]4[cH:20][cH:21][cH:22][cH:23][cH:24]4)[cH:18]3)[n:13]2)[cH:7][cH:8]1>>[O:1]=[CH:2][c:3]1[cH:4][cH:5][c:6](-[c:9]2[n:10][o:11][c:12](-[c:14]3[s:15][c:16]([C:25]([F:26])([F:27])[F:28])[c:17](-[c:19]4[cH:20][cH:21][cH:22][cH:23][cH:24]4)[cH:18]3)[n:13]2)[cH:7][cH:8]1. Starting materials: COC(=O)COc1ccc(CC(=O)OCc2ccccc2)cc1, CO. The product is COC(=O)COc1ccc(CC(=O)O)cc1. RXN SMILES: [CH3:1][O:2][C:3](=[O:4])[CH2:5][O:6][c:7]1[cH:8][cH:9][c:10]([CH2:13][C:14](=[O:15])[O:16][CH2:17][c:18]2[cH:19][cH:20][cH:21][cH:22][cH:23]2)[cH:11][cH:12]1.[CH3:24][OH:25]>>[CH3:1][O:2][C:3](=[O:4])[CH2:5][O:6][c:7]1[cH:8][cH:9][c:10]([CH2:13][C:14](=[O:15])[OH:16])[cH:11][cH:12]1. The reactants are C1(=CC=CC=C1)S(=O)(=O)CC1=CC=C(C(=C1C(=O)OCC)O)C1=COC=C1 (ethyl 6-(benzenesulphonylmethyl)-3-(furan-3-yl)-2-hydroxybenzoate), BrC=1C(=C(C(=O)OC)C(=CC1)CSC1=CC=CC=C1)OC (methyl 3-bromo-6-(phenylthiomethyl)-2-methoxybenzoate), BrC=1C(=C(C(=O)OC)C(=CC1)CSC1=CC=CC=C1)OC (methyl 3-bromo-6-(phenylthiomethyl)-2-methoxybenzoate). Yields the product O1C=C(C=C1)C=1C(=C(C(=O)OC)C(=CC1)CSC1=CC=CC=C1)OC (Methyl 3-(furan-3-yl)-2-methoxy-6-(phenylthiomethyl)benzoate). As a reaction SMILES: [C:1]1([S:7]([CH2:10][C:11]2[C:16]([C:17]([O:19][CH2:20]C)=[O:18])=[C:15]([OH:22])[C:14]([C:23]3[CH:27]=[CH:26][O:25][CH:24]=3)=[CH:13][CH:12]=2)(=O)=O)[CH:6]=[CH:5][CH:4]=[CH:3][CH:2]=1.Br[C:29]1C(OC)=C(C(CSC2C=CC=CC=2)=CC=1)C(OC)=O>>[O:25]1[CH:26]=[CH:27][C:23]([C:14]2[C:15]([O:22][CH3:29])=[C:16]([C:11]([CH2:10][S:7][C:1]3[CH:2]=[CH:3][CH:4]=[CH:5][CH:6]=3)=[CH:12][CH:13]=2)[C:17]([O:19][CH3:20])=[O:18])=[CH:24]1. Procedure: Prepared by proceeding in a similar manner to Intermediate 36, starting from methyl 3-bromo-2-methoxy-6-(phenylthiomethyl)-benzoate (Intermediate 80) and used without further characterization. The reactants are CCOC(=O)COc1ccc(Sc2cc(C#CCN3CCOCC3)cc(Oc3cccc(C(F)(F)F)c3)c2)cc1C, CCO, Cl, [Na+], [OH-]. Yields the product Cc1cc(Sc2cc(C#CCN3CCOCC3)cc(Oc3cccc(C(F)(F)F)c3)c2)ccc1OCC(=O)O. RXN SMILES: [CH2:1]([CH3:2])[O:3][C:4]([CH2:5][O:6][c:7]1[c:8]([CH3:40])[cH:9][c:10]([S:13][c:14]2[cH:15][c:16]([C:31]#[C:32][CH2:33][N:34]3[CH2:35][CH2:36][O:37][CH2:38][CH2:39]3)[cH:17][c:18]([O:20][c:21]3[cH:22][c:23]([C:27]([F:28])([F:29])[F:30])[cH:24][cH:25][cH:26]3)[cH:19]2)[cH:11][cH:12]1)=[O:41].[CH3:45][CH2:46][OH:47].[ClH:44].[Na+:43].[OH-:42]>>[O:3]=[C:4]([CH2:5][O:6][c:7]1[c:8]([CH3:40])[cH:9][c:10]([S:13][c:14]2[cH:15][c:16]([C:31]#[C:32][CH2:33][N:34]3[CH2:35][CH2:36][O:37][CH2:38][CH2:39]3)[cH:17][c:18]([O:20][c:21]3[cH:22][c:23]([C:27]([F:28])([F:29])[F:30])[cH:24][cH:25][cH:26]3)[cH:19]2)[cH:11][cH:12]1)[OH:41]. Reactants: CC(C)(COc1ccc(C(=O)O)cc1)NC(=O)OC(C)(C)C, CCOC(=O)CNc1cc(OC)ccc1C1CCc2cc(OC(=O)C(C)(C)C)ccc2C1. Yields the product COc1ccc(C2CCc3cc(OC(=O)C(C)(C)C)ccc3C2)c(NCC(=O)OCCC(=O)c2ccc(OCC(C)(C)NC(=O)OC(C)(C)C)cc2)c1. As a reaction SMILES: [C:33]([CH3:34])([CH3:35])([CH3:36])[O:37][C:38](=[O:39])[NH:40][C:41]([CH2:42][O:43][c:44]1[cH:45][cH:46][c:47]([C:48](=[O:49])[OH:50])[cH:51][cH:52]1)([CH3:53])[CH3:54].[CH2:1]([CH3:2])[O:3][C:4](=[O:5])[CH2:6][NH:7][c:8]1[c:9]([CH:16]2[CH2:17][c:18]3[cH:19][cH:20][c:21]([O:26][C:27]([C:28]([CH3:29])([CH3:30])[CH3:31])=[O:32])[cH:22][c:23]3[CH2:24][CH2:25]2)[cH:10][cH:11][c:12]([O:14][CH3:15])[cH:13]1>>[CH2:1]([CH2:2][C:48]([c:47]1[cH:46][cH:45][c:44]([O:43][CH2:42][C:41]([NH:40][C:38]([O:37][C:33]([CH3:34])([CH3:35])[CH3:36])=[O:39])([CH3:53])[CH3:54])[cH:52][cH:51]1)=[O:49])[O:3][C:4](=[O:5])[CH2:6][NH:7][c:8]1[c:9]([CH:16]2[CH2:17][c:18]3[cH:19][cH:20][c:21]([O:26][C:27]([C:28]([CH3:29])([CH3:30])[CH3:31])=[O:32])[cH:22][c:23]3[CH2:24][CH2:25]2)[cH:10][cH:11][c:12]([O:14][CH3:15])[cH:13]1. The reactants are O=C([O-])[O-], CCCCCCCCS, CCO, [K+], [K+], O, CC(C)(N)COS(=O)(=O)O. Yields the product CCCCCCCCSCC(C)(C)N. As a reaction SMILES: [C:2](=[O:3])([O-:4])[O-:5].[CH2:18]([CH2:19][CH2:20][CH2:21][CH2:22][CH2:23][CH2:24][CH3:25])[SH:26].[CH3:27][CH2:28][OH:29].[K+:6].[K+:7].[OH2:1].[S:8]([O:9][CH2:13][C:14]([CH3:15])([CH3:16])[NH2:17])([OH:10])(=[O:11])=[O:12]>>[CH2:13]([C:14]([CH3:15])([CH3:16])[NH2:17])[S:26][CH2:18][CH2:19][CH2:20][CH2:21][CH2:22][CH2:23][CH2:24][CH3:25]. Starting materials: NCCSCC1=NOC=C1 (3-[(2-aminoethyl)thiomethyl]isoxazole), CSC(N)=N (S-methyl-isothiourea). Product: O1N=C(C=C1)CSCCNC(=N)N ([2-(3-isoxazolylmethylthio)ethyl]guanidine). Reaction SMILES: [NH2:1][CH2:2][CH2:3][S:4][CH2:5][C:6]1[CH:10]=[CH:9][O:8][N:7]=1.CS[C:13](=[NH:15])[NH2:14]>>[O:8]1[CH:9]=[CH:10][C:6]([CH2:5][S:4][CH2:3][CH2:2][NH:1][C:13]([NH2:15])=[NH:14])=[N:7]1. Procedure: Reaction of 3-[(2-aminoethyl)thiomethyl]isoxazole with S-methyl-isothiourea by the procedure of Example 1 gives [2-(3-isoxazolylmethylthio)ethyl]guanidine. Reactants: CCO, COC(=O)c1ccc(C=O)c([N+](=O)[O-])c1, Nc1ccc(C(F)(F)F)cc1. The product is COC(=O)c1ccc(C=Nc2ccc(C(F)(F)F)cc2)c([N+](=O)[O-])c1. Reaction SMILES: [CH3:27][CH2:28][OH:29].[CH:1](=[O:2])[c:3]1[c:4]([N+:13](=[O:14])[O-:15])[cH:5][c:6]([C:7](=[O:8])[O:9][CH3:10])[cH:11][cH:12]1.[F:16][C:17]([c:18]1[cH:19][cH:20][c:21]([NH2:24])[cH:22][cH:23]1)([F:25])[F:26]>>[CH:1]([c:3]1[c:4]([N+:13](=[O:14])[O-:15])[cH:5][c:6]([C:7](=[O:8])[O:9][CH3:10])[cH:11][cH:12]1)=[N:24][c:21]1[cH:20][cH:19][c:18]([C:17]([F:16])([F:25])[F:26])[cH:23][cH:22]1.